Dataset: the Open Reaction Database (ORD), a public repository of structured organic reaction records. Task: describe an organic reaction: reactants, conditions, products, and yield Reactants: ClC1=C(N)C(=CC(=C1)Cl)Cl (2,4,6-trichloroaniline), C(C=C)N1C[C@@H](N(C[C@H]1C)[C@@H](C1=CC(=CC=C1)O[Si](C)(C)C(C)(C)C)C=1C=C(C(=O)Cl)C=CC1)C (3-((αR)-α-((2S, 5R)-4-allyl-2,5-dimethyl-1-piperazinyl)-3-(tert-butyldimethylsilyloxy)benzyl)benzoyl chloride). Yields the product CNC1=C(C=C(C=C1Cl)Cl)Cl (N-Methyl-2,4,6-trichloroaniline). RXN SMILES: [Cl:1][C:2]1[CH:8]=[C:7]([Cl:9])[CH:6]=[C:5]([Cl:10])[C:3]=1[NH2:4].[CH2:11](N1[C@H](C)CN([C@H](C2C=C(C=CC=2)C(Cl)=O)C2C=CC=C(O[Si](C(C)(C)C)(C)C)C=2)[C@@H](C)C1)C=C>>[CH3:11][NH:4][C:3]1[C:2]([Cl:1])=[CH:8][C:7]([Cl:9])=[CH:6][C:5]=1[Cl:10]. Procedure details: N-Methyl-2,4,6-trichloroaniline [NMR (200 MHz, CDCl3): δ 2.82 (s, 3H); 5.11 (s, 1H); 7.46 (s, 2H)] was prepared from 2,4,6-trichloroaniline, coupled with 3-((αR)-α-((2S, 5R)-4-allyl-2,5-dimethyl-1-piperazinyl)-3-(tert-butyldimethylsilyloxy)benzyl)benzoyl chloride, deprotected and purified by the methods described in Example 10 to give (+)-3-((αR)-α-((2S,5R)-4-allyl-2,5-dimethyl-1-piperazinyl)-3-hydroxybenzyl)-N-methyl-N-(2,4,6-trichlorophenyl) as an off-white powder. Starting materials: CNC(=O)C=1N(C(=CC(C1OCC1=CC=CC=C1)=O)CNS(=O)(=O)C1=C(C=CC=C1)Cl)C (3-Benzyloxy-6-[(2-chloro-benzenesulfonylamino)-methyl]-1-methyl-4-oxo-1,4-dihydro-pyridine-2-carboxylic acid methylamide), C1(=CC=CC=C1)S(=O)(=O)C(C1=CC(C(=C(N1C)C(=O)O)O)=O)N (6-(benzene sulfonyl amino-methyl)-3-hydroxy-1-methyl-4-oxo-1,4-dihydro-pyridine-2-carboxylic acid). The product is CNC(=O)C=1N(C(=CC(C1O)=O)CNS(=O)(=O)C1=C(C=CC=C1)Cl)C (6-[(2-Chloro-benzenesulfonylamino)-methyl]-3-hydroxy-1-methyl-4-oxo-1,4-dihydro-pyridine-2-carboxylic acid methylamide). Yield: 52.1%. As a reaction SMILES: [CH3:1][NH:2][C:3]([C:5]1[N:6]([CH3:32])[C:7]([CH2:20][NH:21][S:22]([C:25]2[CH:30]=[CH:29][CH:28]=[CH:27][C:26]=2[Cl:31])(=[O:24])=[O:23])=[CH:8][C:9](=[O:19])[C:10]=1[O:11]CC1C=CC=CC=1)=[O:4].C1(S(C(N)C2N(C)C(C(O)=O)=C(O)C(=O)C=2)(=O)=O)C=CC=CC=1>>[CH3:1][NH:2][C:3]([C:5]1[N:6]([CH3:32])[C:7]([CH2:20][NH:21][S:22]([C:25]2[CH:30]=[CH:29][CH:28]=[CH:27][C:26]=2[Cl:31])(=[O:23])=[O:24])=[CH:8][C:9](=[O:19])[C:10]=1[OH:11])=[O:4]. Reported procedure: 6-[(2-Chloro-benzenesulfonylamino)-methyl]-3-hydroxy-1-methyl-4-oxo-1,4-dihydro-pyridine-2-carboxylic acid methylamide (16-03) (110.0 mg, 52.09%, purified by Prep-HPLC) was synthesized as a yellow solid from 3-benzyloxy-6-[(2-chloro-benzenesulfonylamino)-methyl]-1-methyl-4-oxo-1,4-dihydro-pyridine-2-carboxylic acid methylamide (15-03) (260.0 mg, 0.547 mmol) following the procedure described for 6-(benzene sulfonyl amino-methyl)-3-hydroxy-1-methyl-4-oxo-1,4-dihydro-pyridine-2-carboxylic acid (14-... Reactants: OC=1C=C(C=O)C=CC1 (3-hydroxybenzaldehyde), C(C1=CC=CC=C1)Br (benzyl bromide). Yields the product C(C1=CC=CC=C1)OC=1C=C(C=O)C=CC1 (3-(benzyloxy)benzaldehyde). Reaction SMILES: [OH:1][C:2]1[CH:3]=[C:4]([CH:7]=[CH:8][CH:9]=1)[CH:5]=[O:6].[CH2:10](Br)[C:11]1[CH:16]=[CH:15][CH:14]=[CH:13][CH:12]=1>>[CH2:10]([O:1][C:2]1[CH:3]=[C:4]([CH:7]=[CH:8][CH:9]=1)[CH:5]=[O:6])[C:11]1[CH:16]=[CH:15][CH:14]=[CH:13][CH:12]=1. Procedure: General procedure K was used to convert 3-hydroxybenzaldehyde (8.2 mmols) and benzyl bromide (12.3 mmols) to 1 (8.2 mmols, quant.)1H NMR (500 MHz, CDCl3) δ 9.98 (s, 1H), 7.51-7.44 (m, 4H), 7.44-7.39 (m, 1H), 7.38-7.33 (m, 1H), 7.26 (ddd, J=1.8, 3.5, 4.2, 1H), 5.13 (s, 2H). 13C NMR (126 MHz, CDCl3) δ 192.08, 159.29, 137.81, 136.29, 130.13, 128.68, 128.22, 127.56, 123.70, 122.20, 113.22, 77.31, 77.06, 76.80, 70.20. The reactants are Cl (HCl), COC(C(C)=O)(C)OC (3,3-dimethoxybutan-2-one), C(C)(=O)[O-].[NH4+] (ammonium acetate), C(#N)[BH3-].[Na+] (sodium cyanoborohydride). Solvent: CO (methanol), CO (methanol). Conditions: temperature 25 celsius, time 2 hour. The product is CC(C(C)(OC)OC)N (1-methyl-2,2-dimethoxypropylamine). The yield is 126.6%. As a reaction SMILES: [CH3:1][O:2][C:3]([O:8][CH3:9])([CH3:7])[C:4](=O)[CH3:5].C([O-])(=O)C.[NH4+].C([BH3-])#[N:16].[Na+].Cl>CO>[CH3:5][CH:4]([NH2:16])[C:3]([O:8][CH3:9])([O:2][CH3:1])[CH3:7] |f:1.2,3.4|. Procedure details: To a stirred mixture of 3,3-dimethoxybutan-2-one (J. Chem. Soc. 1953, 3135; 1.32 g., 10 m moles) and ammonium acetate (7.7 g., 0.1 mole) in methanol (30 ml.) at 25° C. was added sodium cyanoborohydride (380 mg., 6 m moles) and the pH of the mixture was reduced to 6.0 by addition of a solution of HCl in methanol. The mixture was stirred for 2 hours at 25° C. then the solvent was evaporated under reduced pressure. The residue was taken up in water and the pH adjusted to 5 with 2N aqueous HCl. The ... Reactants: N(C)CC(=O)[O-].[Na+] (sodium sarcosinate), N#CN (cyanamide), Cl (hydrochloric acid), N#CN (cyanamide). Reaction conditions: temperature 95 celsius, time 1 hour. The product is O.O=C(O)CN(C)C(N)=N (creatine monohydrate). As a reaction SMILES: [NH:1]([CH2:3][C:4]([O-:6])=[O:5])[CH3:2].[Na+].Cl.[N:9]#[C:10][NH2:11]>>[OH2:5].[O:5]=[C:4]([CH2:3][N:1]([C:10](=[NH:9])[NH2:11])[CH3:2])[OH:6] |f:0.1,4.5|. Procedure details: 277.7 g (1 mole) of a technical 40% by weight aqueous sodium sarcosinate solution were used. A pH value of 9.6 (at 20° C.) was adjusted with concentrated hydrochloric acid and heated to 95° C. Subsequently, 105.1 g (1.25 mole) of a technical 50% by weight aqueous cyanamide solution were added thereto with intensive stirring in such a manner that the internal temperature did not exceed 95° C. After ending of the cyanamide addition, further heating was carried out for 1 hour at 95° C. The reaction... Reactants: ClC=1C=C2C(CCOC2=CC1OC1=CC=C(C(=O)O)C=C1)C(=O)OCC (4-(6-Chloro-4-(ethoxycarbonyl)chroman-7-yloxy)benzoic acid), C(C(=O)Cl)(=O)Cl (oxalyl chloride), NCCC=1C(=NC(=CC1)C1CC1)N(C)C (3-(2-aminoethyl)-6-cyclopropyl-N,N-dimethylpyridin-2-amine), C(C)(C)N(CC)C(C)C (diisopropyl ethylamine). Reagents/catalysts: CN(C=O)C (dimethylformamide). Solvent: ClCCl (dichloromethane), ClCCl (dichloromethane). Reaction conditions: time 15 minute. The product is ClC=1C=C2C(CCOC2=CC1OC1=CC=C(C=C1)C(NCCC=1C(=NC(=CC1)C1CC1)N(C)C)=O)C(=O)OCC (ethyl 6-chloro-7-(4-(2-(6-cyclopropyl-2-(dimethylamino)pyridin-3-yl)ethylcarbamoyl)phenoxy)chroman-4-carboxylate). Yield: 25.8%. Reaction SMILES: [Cl:1][C:2]1[CH:3]=[C:4]2[C:9](=[CH:10][C:11]=1[O:12][C:13]1[CH:21]=[CH:20][C:16]([C:17](O)=[O:18])=[CH:15][CH:14]=1)[O:8][CH2:7][CH2:6][CH:5]2[C:22]([O:24][CH2:25][CH3:26])=[O:23].C(Cl)(=O)C(Cl)=O.[NH2:33][CH2:34][CH2:35][C:36]1[C:37]([N:45]([CH3:47])[CH3:46])=[N:38][C:39]([CH:42]2[CH2:44][CH2:43]2)=[CH:40][CH:41]=1.C(N(C(C)C)CC)(C)C>ClCCl.CN(C)C=O>[Cl:1][C:2]1[CH:3]=[C:4]2[C:9](=[CH:10][C:11]=1[O:12][C:13]1[CH:21]=[CH:20][C:16]([C:17](=[O:18])[NH:33][CH2:34][CH2:35][C:36]3[C:37]([N:45]([CH3:46])[CH3:47])=[N:38][C:39]([CH:42]4[CH2:43][CH2:44]4)=[CH:40][CH:41]=3)=[CH:15][CH:14]=1)[O:8][CH2:7][CH2:6][CH:5]2[C:22]([O:24][CH2:25][CH3:26])=[O:23]. Reported procedure: 4-(6-Chloro-4-(ethoxycarbonyl)chroman-7-yloxy)benzoic acid (Preparation B; 200 mg, 0.531 mmol) was diluted with dichloromethane (2 mL) followed by the addition of oxalyl chloride in dichloromethane (2M) (292 μL, 0.584 mmol) and dimethylformamide (1 drop). After stirring for 15 minutes, 3-(2-aminoethyl)-6-cyclopropyl-N,N-dimethylpyridin-2-amine (109 mg, 0.531 mmol) and diisopropyl ethylamine (277 μL, 1.59 mmol) were added. After stirring for 2 hours, the reaction was loaded onto silica gel and el... Starting materials: amine, C=1C=CC2=C(C1)N=NN2O (HOBt), CN1CCOCC1 (N-methylmorpholine), C(C)(C)(C)OC(=O)N[C@H](CC(C)(C)C)C(=O)O (N-tert-butoxycarbonyl-3-tert-butyl-D-alanine), C(CCl)Cl (EDC), CN1CCOCC1 (N-methylmorpholine), Cl.COC([C@@H](N)CC(C)(C)C)=O (3-tert-butyl-L-alanine methyl ester hydrochloride). The solvent is ClCCl (dichloromethane). The product is COC([C@@H](NC([C@H](NC(=O)OC(C)(C)C)CC(C)(C)C)=O)CC(C)(C)C)=O (N-(tert-Butoxycarbonyl)-3-tert-butyl-D-alanyl-3-tert-butyl-L-alanine methyl ester). RXN SMILES: C1C=CC2N(O)N=NC=2C=1.CN1CCOCC1.[C:18]([O:22][C:23]([NH:25][C@@H:26]([C:32]([OH:34])=O)[CH2:27][C:28]([CH3:31])([CH3:30])[CH3:29])=[O:24])([CH3:21])([CH3:20])[CH3:19].C(Cl)CCl.Cl.[CH3:40][O:41][C:42](=[O:50])[C@H:43]([CH2:45][C:46]([CH3:49])([CH3:48])[CH3:47])[NH2:44]>ClCCl>[CH3:40][O:41][C:42](=[O:50])[C@H:43]([CH2:45][C:46]([CH3:48])([CH3:47])[CH3:49])[NH:44][C:32](=[O:34])[C@@H:26]([CH2:27][C:28]([CH3:29])([CH3:30])[CH3:31])[NH:25][C:23]([O:22][C:18]([CH3:19])([CH3:20])[CH3:21])=[O:24] |f:4.5|. Procedure details: HOBt (3 equivalents, 39.4 g, 292 mmol), N-methylmorpholine (3 equivalents, 32.1 ml, 291.8 mmol), N-tert-butoxycarbonyl-3-tert-butyl-D-alanine (Example 6A, 1.0 equivalent, 97.3 mmol), EDC (2 equivalents, 37.3 g, 194.6 mmol) and again N-methylmorpholine (2 equivalents, 21.4 ml, 194.5 mmol) are added successively at −20° C. to a solution of 3-tert-butyl-L-alanine methyl ester hydrochloride (1.1 equivalents, 21 g, 107 mmol) in dichloromethane p.a. (1.4 l). The reaction mixture warms slowly (about 12...